The task is: describe an organic reaction: reactants, conditions, products, and yield. This data is from the Open Reaction Database (ORD), a public repository of structured organic reaction records. The reactants are C1(=CC=C(C=C1)S(=O)O)C (p-toluenesulphinic acid), C1(=CC=C(C=C1)S(=O)(=O)O)C (p-toluenesulphonic acid), C1(=CC=CC=C1)C(C1=CC=CC=C1)OC(C(C(=C)C)N1C2SC(=NC2C1=O)COC1=CC=CC=C1)=O (3-methyl-2-(3-phenoxymethyl-7-oxo-4-thia-2,6-diazabicyclo[3.2.0]hept-2-en-6-yl)-3-butenoic acid diphenylmethyl ester), ( a ), P(OC)(OC)OC (trimethyl phosphite), N(=O)OCCC(C)C (isoamyl nitrite), diphenylmethyl ester 1-oxide. Run in C(CCl)Cl (ethylene chloride), C(CCl)Cl (ethylene chloride). Product: C1(=CC=CC=C1)C(C1=CC=CC=C1)OC(C(C(=C)C)N1C(C(C1SS(=O)(=O)C1=CC=C(C=C1)C)(OC1=CC=CC=C1)NC(=O)C)=O)=O (3-methyl-2-[4-(4-methylphenylsulphonylthio)-2-oxo-3-phenoxyacetaminoazetidin-1-yl]-3-butenoic acid diphenylmethyl ester). RXN SMILES: P([O:6][CH3:7])(OC)OC.[C:8]1([CH3:17])[CH:13]=[CH:12][C:11]([S:14]([OH:16])=[O:15])=[CH:10][CH:9]=1.[C:18]1(C)[CH:23]=[CH:22]C(S(O)(=O)=O)=[CH:20][CH:19]=1.[C:29]1([CH:35]([O:42][C:43](=[O:64])[CH:44]([N:48]2[C:54](=[O:55])[CH:53]3[CH:49]2[S:50][C:51]([CH2:56]OC2C=CC=CC=2)=[N:52]3)[C:45]([CH3:47])=[CH2:46])[C:36]2[CH:41]=[CH:40][CH:39]=[CH:38][CH:37]=2)[CH:34]=[CH:33][CH:32]=[CH:31][CH:30]=1.N(OCCC(C)C)=[O:66]>C(Cl)CCl>[C:36]1([CH:35]([O:42][C:43](=[O:64])[CH:44]([N:48]2[CH:49]([S:50][S:14]([C:11]3[CH:12]=[CH:13][C:8]([CH3:17])=[CH:9][CH:10]=3)(=[O:16])=[O:15])[C:53]([NH:52][C:51]([CH3:56])=[O:66])([O:6][C:7]3[CH:22]=[CH:23][CH:18]=[CH:19][CH:20]=3)[C:54]2=[O:55])[C:45]([CH3:47])=[CH2:46])[C:29]2[CH:34]=[CH:33][CH:32]=[CH:31][CH:30]=2)[CH:37]=[CH:38][CH:39]=[CH:40][CH:41]=1. Procedure details: 5.32 g (10 mmol) of 6-phenoxyacetaminopenicillanic acid diphenylmethyl ester 1-oxide are dissolved in 50 ml of ethylene chloride, 5 g of molecular sieve and 1.85 g of trimethyl phosphite are added at room temperature and the mixture is refluxed for 24 hours. It is then filtered, washed three times with 25 ml of water each time, and concentrated to 35 ml by evaporation in vacuo. 2.1 g (13.5 mmol) of p-toluenesulphinic acid and 1 ml of 30% aqueous p-toluenesulphonic acid are added to the resulting... Reactants: CC1(C2CN(CC12)CCCC1=CC=CC=C1)C=1C=C(C=CC1)N (3-[6-methyl-3-(3-phenylpropyl)-3-azabicyclo[3.1.0]hex-6-yl]phenylamine), COCCS(=O)(=O)Cl (2-methoxy-1-ethanesulfonyl chloride), O (Water), ClCCl (dichloromethane). The solvent is N1=CC=CC=C1 (pyridine). Conditions: time 16 hour. The product is CC1(C2CN(CC12)CCCC1=CC=CC=C1)C=1C=C(C=CC1)NS(=O)(=O)CCOC (N-{3-[6-Methyl-3-(3-phenylpropyl)-3-azabicyclo[3.1.0]hex-6-yl]phenyl}-2-methoxy-1-ethanesulfonamide). The yield is 1.1%. Reaction SMILES: [CH3:1][C:2]1([C:17]2[CH:18]=[C:19]([NH2:23])[CH:20]=[CH:21][CH:22]=2)[CH:7]2[CH:3]1[CH2:4][N:5]([CH2:8][CH2:9][CH2:10][C:11]1[CH:16]=[CH:15][CH:14]=[CH:13][CH:12]=1)[CH2:6]2.[CH3:24][O:25][CH2:26][CH2:27][S:28](Cl)(=[O:30])=[O:29].O.ClCCl>N1C=CC=CC=1>[CH3:1][C:2]1([C:17]2[CH:18]=[C:19]([NH:23][S:28]([CH2:27][CH2:26][O:25][CH3:24])(=[O:30])=[O:29])[CH:20]=[CH:21][CH:22]=2)[CH:3]2[CH:7]1[CH2:6][N:5]([CH2:8][CH2:9][CH2:10][C:11]1[CH:16]=[CH:15][CH:14]=[CH:13][CH:12]=1)[CH2:4]2. Procedure: To a solution of 3-[6-methyl-3-(3-phenylpropyl)-3-azabicyclo[3.1.0]hex-6-yl]phenylamine (Preparation 8, 200 mg, 0.65 mmol) in pyridine (2 ml) under nitrogen at 0□ C. was added 2-methoxy-1-ethanesulfonyl chloride (J. Chem. Soc., 1968, 2895; 155 mg, 0.98 mmol), then the mixture was stirred at room temperature for 16 hours. Water (5 ml) and dichloromethane (5 ml) was added, and the mixture stirred for 10 minutes. The organic phase was washed further with water (5 ml), separated, dried (MgSO4), filt... Reactants: C(=O)O (formic acid), C(=O)O (formic acid), C(C)(=O)OC(C)=O (acetic anhydride), NN1C=C(C(C2=CC(=C(C(=C12)OC)F)F)=O)C(=O)OCC (ethyl 1-amino-6,7-difluoro-8-methoxy-1,4-dihydro-4-oxoquinoline-3-carboxylate). Run at time 15 minute. Product: FC=1C=C2C(C(=CN(C2=C(C1F)OC)NC=O)C(=O)OCC)=O (ethyl 6,7-difluoro-1-(formylamino)-8-methoxy-1,4-dihydro-4-oxoquinoline-3-carboxylate). The yield is 92.0%. As a reaction SMILES: [CH:1](O)=[O:2].C(OC(=O)C)(=O)C.[NH2:11][N:12]1[C:21]2[C:16](=[CH:17][C:18]([F:25])=[C:19]([F:24])[C:20]=2[O:22][CH3:23])[C:15](=[O:26])[C:14]([C:27]([O:29][CH2:30][CH3:31])=[O:28])=[CH:13]1>>[F:25][C:18]1[CH:17]=[C:16]2[C:21](=[C:20]([O:22][CH3:23])[C:19]=1[F:24])[N:12]([NH:11][CH:1]=[O:2])[CH:13]=[C:14]([C:27]([O:29][CH2:30][CH3:31])=[O:28])[C:15]2=[O:26]. Procedure details: A solution was prepared by dropping 1.5 ml (0.04 mole) of formic acid onto 3.8 ml (0.04 mole) of acetic anhydride, whilst ice-cooling, and then stirring the mixture at the same temperature for 15 minutes and then at 50° C. for 15 minutes. This solution was added dropwise to a solution of 0.6 g (0.002 mole) of ethyl 1-amino-6,7-difluoro-8-methoxy-1,4-dihydro-4-oxoquinoline-3-carboxylate (XV) [prepared as described in Step (D1) above] dissolved in 4.2 ml (0.11 mole) of formic acid, whilst ice-cool... Reactants: CC=1C=C(C(=CC1)OC)OC (4 -methylveratrole), CN(C)C=O (DMF), [OH-].[Na+] (NaOH). Run in O (water). Reaction conditions: time 2 day. The product is CC1=CC(=C(C=C1C=O)OC)OC (6-Methylveratraldehyde). Reaction SMILES: [CH3:1][C:2]1[CH:3]=[C:4]([O:10][CH3:11])[C:5]([O:8][CH3:9])=[CH:6][CH:7]=1.[CH3:12]N(C=O)C.[OH-:17].[Na+]>O>[CH3:12][C:7]1[C:2]([CH:1]=[O:17])=[CH:3][C:4]([O:10][CH3:11])=[C:5]([O:8][CH3:9])[CH:6]=1 |f:2.3|. Procedure details: Freshly distilled POCL3 (50.6 ml) was added dropwise during 30 min to a stirred mixture of 4 -methylveratrole (65.7 g) and DMF (30 g) freshly distilled after standing two days over CuSO4. Heating overnight on a steam bath under reflux gave a deep brown, viscous solution which when cooled was admixed with 600 ml water. Addition of excess 10% NaOH solution separated out a yellow oil which was extracted with benzene. The combined extracts were washed with water, dried, and evaporated to give a visc... Starting materials: C(C)(C)(C)OC(NCC1=CC(=CC=C1)C1=NC=CC=C1)=O (tert-butyl-3-(pyridin-2-yl)benzylcarbamate), Cl (HCl). Product: N1=C(C=CC=C1)C=1C=C(C=CC1)CN ((3-(pyridine-2-yl)phenyl)methanamine). The yield is 107.2%. As a reaction SMILES: C(OC(=O)[NH:7][CH2:8][C:9]1[CH:14]=[CH:13][CH:12]=[C:11]([C:15]2[CH:20]=[CH:19][CH:18]=[CH:17][N:16]=2)[CH:10]=1)(C)(C)C.Cl>>[N:16]1[CH:17]=[CH:18][CH:19]=[CH:20][C:15]=1[C:11]1[CH:10]=[C:9]([CH2:8][NH2:7])[CH:14]=[CH:13][CH:12]=1. Procedure: To a solid tert-butyl-3-(pyridin-2-yl)benzylcarbamate (111 mg, 0.39 mmol) was added HCl (4N in dioxane, 0.20 mL, 0.78 mmol), then it was concentrated to give (3-(pyridine-2-yl)phenyl)methanamine (77 mg). Reactants: C1COCCN1, CS(C)=O, O=[N+]([O-])c1cc(F)cc(I)c1. Product: O=[N+]([O-])c1cc(I)cc(N2CCOCC2)c1. RXN SMILES: [CH2:12]1[CH2:13][O:14][CH2:15][CH2:16][NH:17]1.[CH3:18][S:19]([CH3:20])=[O:21].[F:1][c:2]1[cH:3][c:4]([I:11])[cH:5][c:6]([N+:8](=[O:9])[O-:10])[cH:7]1>>[c:2]1([N:17]2[CH2:12][CH2:13][O:14][CH2:15][CH2:16]2)[cH:3][c:4]([I:11])[cH:5][c:6]([N+:8](=[O:9])[O-:10])[cH:7]1. Starting materials: FC(C=1C=C(C=CC1)B(O)O)(F)F (3-(trifluoromethyl)phenylboronic acid), C(C)(=O)OCC (Ethyl acetate), NC1=NC(=NC(=C1)Cl)SC (4-amino-6-chloro-2-methylthiopyrimidine), C([O-])([O-])=O.[K+].[K+] (potassium carbonate). Reagents/catalysts: C=1C=CC(=CC1)[P](C=2C=CC=CC2)(C=3C=CC=CC3)[Pd]([P](C=4C=CC=CC4)(C=5C=CC=CC5)C=6C=CC=CC6)([P](C=7C=CC=CC7)(C=8C=CC=CC8)C=9C=CC=CC9)[P](C=1C=CC=CC1)(C=1C=CC=CC1)C=1C=CC=CC1 (tetrakis(triphenylphosphine)palladium(0)). Solvent: C1(=CC=CC=C1)C (toluene). Yields the product CSC1=NC(=CC(=N1)N)C1=CC(=CC=C1)C(F)(F)F (2-methylsulfanyl-6-(3-trifluoromethyl-phenyl)-pyrimidin-4-ylamine). Yield: 60.7%. RXN SMILES: [NH2:1][C:2]1[CH:7]=[C:6](Cl)[N:5]=[C:4]([S:9][CH3:10])[N:3]=1.[F:11][C:12]([F:23])([F:22])[C:13]1[CH:14]=[C:15](B(O)O)[CH:16]=[CH:17][CH:18]=1.C(=O)([O-])[O-].[K+].[K+].C(OCC)(=O)C>C1(C)C=CC=CC=1.C1C=CC([P]([Pd]([P](C2C=CC=CC=2)(C2C=CC=CC=2)C2C=CC=CC=2)([P](C2C=CC=CC=2)(C2C=CC=CC=2)C2C=CC=CC=2)[P](C2C=CC=CC=2)(C2C=CC=CC=2)C2C=CC=CC=2)(C2C=CC=CC=2)C2C=CC=CC=2)=CC=1>[CH3:10][S:9][C:4]1[N:3]=[C:2]([NH2:1])[CH:7]=[C:6]([C:17]2[CH:16]=[CH:15][CH:14]=[C:13]([C:12]([F:23])([F:22])[F:11])[CH:18]=2)[N:5]=1 |f:2.3.4,^1:46,48,67,86|. Procedure details: To a stirred solution of 4-amino-6-chloro-2-methylthiopyrimidine (3.5 g) in toluene (45 mL) under a nitrogen atmosphere was added, sequentially, 3-(trifluoromethyl)phenylboronic acid (4.15 g), potassium carbonate (25 mL, 2M) and tetrakis(triphenylphosphine)palladium(0) (1.16 g). The mixture was heated to reflux for ten hours. Ethyl acetate (150 mL) was added and the mixture washed with water (2×100 mL). Organic layer was separated, washed with saturated sodium chloride (100 mL), dried over sodiu...